Task: describe an organic reaction: reactants, conditions, products, and yield. Dataset: the Open Reaction Database (ORD), a public repository of structured organic reaction records Starting materials: CCN(CC)C1CCN(C(=O)c2c(C)nn(-c3cccc(C#CC(C)C)c3)c2C)C1, CCO, O, O=[Pt]=O. The product is CCN(CC)C1CCN(C(=O)c2c(C)nn(-c3cccc(CCC(C)C)c3)c2C)C1. RXN SMILES: [CH2:1]([CH3:2])[N:3]([CH:4]1[CH2:5][N:6]([C:9](=[O:10])[c:11]2[c:12]([CH3:28])[n:13][n:14](-[c:17]3[cH:18][c:19]([C:23]#[C:24][CH:25]([CH3:26])[CH3:27])[cH:20][cH:21][cH:22]3)[c:15]2[CH3:16])[CH2:7][CH2:8]1)[CH2:29][CH3:30].[CH3:31][CH2:32][OH:33].[OH2:34].[Pt:35](=[O:36])=[O:37]>>[CH2:1]([CH3:2])[N:3]([CH:4]1[CH2:5][N:6]([C:9](=[O:10])[c:11]2[c:12]([CH3:28])[n:13][n:14](-[c:17]3[cH:18][c:19]([CH2:23][CH2:24][CH:25]([CH3:26])[CH3:27])[cH:20][cH:21][cH:22]3)[c:15]2[CH3:16])[CH2:7][CH2:8]1)[CH2:29][CH3:30]. The reactants are ClC1=CC2=C(N(CC3=C(C2)C=CC=C3)C(C3=CC=C(C=C3)N)=O)C=C1 (2-chloro-5-(4-aminobenzoyl)-6,11-dihydro-5H-dibenz[b,e]azepine), C=1(C(=CC=CC1)N=C=O)C (o-tolylisocyanate). Solvent: O1CCCC1 (tetrahydrofuran). The product is ClC1=CC2=C(N(CC3=C(C2)C=CC=C3)C(C3=CC=C(C=C3)NC(=O)NC3=C(C=CC=C3)C)=O)C=C1 (2-Chloro-6,11-dihydro-5-[4-[[[(2-methylphenyl)amino]carbonyl]amino]benzoyl]-5H-dibenz[b,e]azepine). RXN SMILES: [Cl:1][C:2]1[CH:25]=[CH:24][C:5]2[N:6]([C:15](=[O:23])[C:16]3[CH:21]=[CH:20][C:19]([NH2:22])=[CH:18][CH:17]=3)[CH2:7][C:8]3[CH:14]=[CH:13][CH:12]=[CH:11][C:9]=3[CH2:10][C:4]=2[CH:3]=1.[C:26]1([CH3:35])[C:27]([N:32]=[C:33]=[O:34])=[CH:28][CH:29]=[CH:30][CH:31]=1>O1CCCC1>[Cl:1][C:2]1[CH:25]=[CH:24][C:5]2[N:6]([C:15](=[O:23])[C:16]3[CH:21]=[CH:20][C:19]([NH:22][C:33]([NH:32][C:27]4[CH:28]=[CH:29][CH:30]=[CH:31][C:26]=4[CH3:35])=[O:34])=[CH:18][CH:17]=3)[CH2:7][C:8]3[CH:14]=[CH:13][CH:12]=[CH:11][C:9]=3[CH2:10][C:4]=2[CH:3]=1. Reported procedure: As described for Example 122, a mixture of 0.348 g of 2-chloro-5-(4-aminobenzoyl)-6,11-dihydro-5H-dibenz[b,e]azepine and 0.175 g of o-tolylisocyanate in 15 ml of tetrahydrofuran is refluxed overnight and worked-up to give the product as a solid. Starting materials: C(C)(C)(C)OC(CN)=O (glycine t-butyl ester), C(C1=CC=CC=C1)=O (benzaldehyde), S(=O)(=O)([O-])[O-].[Mg+2] (magnesium sulfate). Run in C1=CC=CC=C1 (benzene). Product: C(C1=CC=CC=C1)=NCC(=O)OC(C)(C)C (t-butyl N-benzylideneglycinate). The yield is 86.2%. Reaction SMILES: [C:1]([O:5][C:6](=[O:9])[CH2:7][NH2:8])([CH3:4])([CH3:3])[CH3:2].[CH:10](=O)[C:11]1[CH:16]=[CH:15][CH:14]=[CH:13][CH:12]=1.S([O-])([O-])(=O)=O.[Mg+2]>C1C=CC=CC=1>[CH:10](=[N:8][CH2:7][C:6]([O:5][C:1]([CH3:4])([CH3:3])[CH3:2])=[O:9])[C:11]1[CH:16]=[CH:15][CH:14]=[CH:13][CH:12]=1 |f:2.3|. Procedure: To a solution of 33.61 gms of glycine t-butyl ester and 27.19 gms of benzaldehyde in 215 ml benzene was added 21.5 gms of magnesium sulfate in one portion with stirring at room temperature. The reaction was stirred 18 hours at room temperature, filtered, diluted with ether and washed with saturated sodium bicarbonate and brine. The ether solution was then dried over magnesium sulfate, concentrated and distilled to yield 48.41 gms (86%) of t-butyl N-benzylideneglycinate. Reactants: FC(CNCC=1NC(C2=C(N1)CCOC2)=O)F (2-((2,2-difluoroethylamino)methyl)-7,8-dihydro-3H-pyrano[4,3-d]pyrimidin-4(5H)-one), FC1=CC=C(C(=O)C2CCN(CC2)CC(=O)O)C=C1 (2-(4-(4-fluorobenzoyl)piperidin-1-yl)acetic acid), CC#N.O (CH3CN H2O), C24H28F3N4O4. Run in C(=O)O (formic acid). The product is FC(CN(C(CN1CCC(CC1)C(C1=CC=C(C=C1)F)=O)=O)CC=1NC(C2=C(N1)CCOC2)=O)F (N-(2,2-Difluoro-ethyl)-2-[4-(4-fluoro-benzoyl)-piperidin-1-yl]-N-(4-oxo-3,5,7,8-tetrahydro-4H-pyrano[4,3-d]pyrimidin-2-ylmethyl)-acetamide). As a reaction SMILES: [F:1][CH:2]([F:17])[CH2:3][NH:4][CH2:5][C:6]1[NH:7][C:8](=[O:16])[C:9]2[CH2:15][O:14][CH2:13][CH2:12][C:10]=2[N:11]=1.[F:18][C:19]1[CH:36]=[CH:35][C:22]([C:23]([CH:25]2[CH2:30][CH2:29][N:28]([CH2:31][C:32](O)=[O:33])[CH2:27][CH2:26]2)=[O:24])=[CH:21][CH:20]=1.CC#N.O>C(O)=O>[F:17][CH:2]([F:1])[CH2:3][N:4]([CH2:5][C:6]1[NH:7][C:8](=[O:16])[C:9]2[CH2:15][O:14][CH2:13][CH2:12][C:10]=2[N:11]=1)[C:32](=[O:33])[CH2:31][N:28]1[CH2:29][CH2:30][CH:25]([C:23](=[O:24])[C:22]2[CH:21]=[CH:20][C:19]([F:18])=[CH:36][CH:35]=2)[CH2:26][CH2:27]1 |f:2.3|. Reported procedure: Following general procedure of Example 5, the title compound was prepared (0.046 g) from 2-((2,2-difluoroethylamino)methyl)-7,8-dihydro-3H-pyrano[4,3-d]pyrimidin-4(5H)-one (0.18 g, 0.73 mmol, 1 eq.) and 2-(4-(4-fluorobenzoyl)piperidin-1-yl)acetic acid (0.20 g, 0.73 mmol, 1 eq.). 1H NMR (400 MHz, MeOD) δ ppm 8.00-8.18 (m, 2H), 7.17-7.36 (m, 2H), 5.83-6.44 (m, 1H), 4.56-4.68 (m, 2H), 4.42-4.52 (m, 2H), 4.30-4.42 (m, 2H), 3.80-4.08 (m, 4H), 3.66-3.79 (m, 3H), 3.42-3.61 (m, 1H), 3.09-3.26 (m, 1H), 2...